Dataset: the Open Reaction Database (ORD), a public repository of structured organic reaction records. Task: describe an organic reaction: reactants, conditions, products, and yield The reactants are CS(C)=O, CCOC(C)=O, CCN(C(C)C)C(C)C, N#Cc1ccc(Cl)nc1N, CC(C)(C)OC(=O)N1CCCC(N)C1, O. Product: CC(C)(C)OC(=O)N1CCCC(Nc2ccc(C#N)c(N)n2)C1. As a reaction SMILES: [CH3:34][S:35]([CH3:36])=[O:37].[CH3:38][CH2:39][O:40][C:41](=[O:42])[CH3:43].[CH:25]([N:26]([CH:27]([CH3:28])[CH3:29])[CH2:30][CH3:31])([CH3:32])[CH3:33].[NH2:15][c:16]1[n:17][c:18]([Cl:24])[cH:19][cH:20][c:21]1[C:22]#[N:23].[NH2:1][CH:2]1[CH2:3][N:4]([C:8](=[O:9])[O:10][C:11]([CH3:12])([CH3:13])[CH3:14])[CH2:5][CH2:6][CH2:7]1.[OH2:44]>>[NH:1]([CH:2]1[CH2:3][N:4]([C:8](=[O:9])[O:10][C:11]([CH3:12])([CH3:13])[CH3:14])[CH2:5][CH2:6][CH2:7]1)[c:18]1[n:17][c:16]([NH2:15])[c:21]([C:22]#[N:23])[cH:20][cH:19]1. Starting materials: ClC1=CC(=CC2=C1NC(=N2)N2C[C@H](NCC2)C)C(F)(F)F (7-Chloro-2-[(3R)-3-methylpiperazin-1-yl]-5-(trifluoromethyl)-1H-benzoimidazole), ClC1=NC=CC=C1C(F)(F)F (2-chloro-3-trifluoromethyl-pyridine), C(C)(C)N(CC)C(C)C (diisopropylethylamine). Solvent: O (Water). Conditions: temperature 250 celsius. Product: ClC1=CC(=CC2=C1NC(=N2)N2C[C@H](N(CC2)C2=NC=CC=C2C(F)(F)F)C)C(F)(F)F (7-Chloro-2-{(3R)-3-methyl-4-[3-(trifluoromethyl)pyridin-2-yl]piperazin-1-yl}-5-(trifluoromethyl)-1H-benzoimidazole). As a reaction SMILES: [Cl:1][C:2]1[C:7]2[NH:8][C:9]([N:11]3[CH2:16][CH2:15][NH:14][C@H:13]([CH3:17])[CH2:12]3)=[N:10][C:6]=2[CH:5]=[C:4]([C:18]([F:21])([F:20])[F:19])[CH:3]=1.Cl[C:23]1[C:28]([C:29]([F:32])([F:31])[F:30])=[CH:27][CH:26]=[CH:25][N:24]=1.C(N(C(C)C)CC)(C)C>O>[Cl:1][C:2]1[C:7]2[NH:8][C:9]([N:11]3[CH2:16][CH2:15][N:14]([C:23]4[C:28]([C:29]([F:32])([F:31])[F:30])=[CH:27][CH:26]=[CH:25][N:24]=4)[C@H:13]([CH3:17])[CH2:12]3)=[N:10][C:6]=2[CH:5]=[C:4]([C:18]([F:21])([F:20])[F:19])[CH:3]=1. Reported procedure: A mixture of the piperazine from step (a) above (80 mg, 0.25 mmol), 2-chloro-3-trifluoromethyl-pyridine (54 mg, 0.3 mmol, Aldrich) and NAN-diisopropylethylamine (0.5 mL, 2.9 mmol, Aldrich) was heated in a microwave synthesizer for 120 min at 250° C. Water (10 mL) was added and the mixture was extracted with EtOAc (2×20 mL). The combined organic phases were washed with brine (10 mL), dried over Na2SO4 and filtered. The filtrate was concentrated in vacuo and the residue was purified by silica gel ... Reactants: Brc1ccc2occc2c1, Cn1cnc(C#N)c1. Reagents/catalysts: CC(C)(C)c1ccc(-c2ccc(C(C)(C)C)cc2)cc1 (4,4'-di-tert-butylbiphenyl), CC(C)(C)C(=O)[O-].[K+] (KOPiv), Cl[Pd]CC=C.C=CC[Pd]Cl ([Pd(allyl)Cl]2), CN(C)c1ccc(P(C2CCCCC2)C2CCCCC2)cc1 (A-caPhos). Solvent: CC(=O)N(C)C (DMA), CC(=O)N(C)C (DMA), CC(=O)N(C)C (DMA). Run at temperature 120 celsius, time 24 hour. Yields the product Cn1cnc(C#N)c1-c1ccc2occc2c1. Yield: 41.0%. Reactants: C(C)(=O)O[C@@H]1O[C@@H]([C@H]([C@@H]([C@H]1N=C=S)OC(C)=O)OC(C)=O)COC(C)=O ((2S,3R,4R,5S,6R)-6-(acetoxymethyl)-3-isothiocyanato-tetrahydro-2H-pyran-2,4,5-triyl triacetate), N(=C=S)CC=C (3-isothiocyanatoprop-1-ene). The solvent is CC#N (CH3CN). Reaction conditions: time 3 hour. Product: C(C)(=O)O[C@@H]1O[C@@H]([C@H]([C@@H]([C@H]1NC(=S)NCC=C)OC(C)=O)OC(C)=O)COC(C)=O ((2S,3R,4R,5S,6R)-6-(acetoxymethyl)-3-(3-allylthioureido)-tetrahydro-2H-pyran-2,4,5-triyl triacetate). The yield is 76.5%. RXN SMILES: [C:1]([O:4][C@H:5]1[C@H:10]([N:11]=[C:12]=[S:13])[C@@H:9]([O:14][C:15](=[O:17])[CH3:16])[C@H:8]([O:18][C:19](=[O:21])[CH3:20])[C@@H:7]([CH2:22][O:23][C:24](=[O:26])[CH3:25])[O:6]1)(=[O:3])[CH3:2].[N:27]([CH2:30][CH:31]=[CH2:32])=C=S>CC#N>[C:1]([O:4][C@H:5]1[C@H:10]([NH:11][C:12]([NH:27][CH2:30][CH:31]=[CH2:32])=[S:13])[C@@H:9]([O:14][C:15](=[O:17])[CH3:16])[C@H:8]([O:18][C:19](=[O:21])[CH3:20])[C@@H:7]([CH2:22][O:23][C:24](=[O:26])[CH3:25])[O:6]1)(=[O:3])[CH3:2]. Procedure details: To a stirred solution of (2S,3R,4R,5S,6R)-6-(acetoxymethyl)-3-isothiocyanato-tetrahydro-2H-pyran-2,4,5-triyl triacetate (0.50 g, 1.31 mmol) in CH3CN, was added neat 3-isothiocyanatoprop-1-ene (0.155 g, 1.2 mmol), dropwise. The reaction was stirred at room temperature until complete by TLC (3 h). The reaction was washed with a minimal amount of saturated aqueous NaHCO3 (15 mL). The aqueous layer was then extracted three times with DCM, and the organic layers were combined, dried with MgSO4, filte... Starting materials: C(C(C)C)ON=C(C(=O)OCC)C(C)=O (Ethyl 2-iso-butoxyimino-3-oxobutyrate), S(=O)(=O)(Cl)Cl (sulfuryl chloride). Solvent: C(C)(=O)O (acetic acid). Yields the product C(C(C)C)ON=C(C(=O)OCC)C(CCl)=O (ethyl 2-iso-butoxyimino-4-chloro-3-oxobutyrate). Yield: 65.5%. RXN SMILES: [CH2:1]([O:5][N:6]=[C:7]([C:13](=[O:15])[CH3:14])[C:8]([O:10][CH2:11][CH3:12])=[O:9])[CH:2]([CH3:4])[CH3:3].S(Cl)([Cl:19])(=O)=O>C(O)(=O)C>[CH2:1]([O:5][N:6]=[C:7]([C:13](=[O:15])[CH2:14][Cl:19])[C:8]([O:10][CH2:11][CH3:12])=[O:9])[CH:2]([CH3:3])[CH3:4]. Reported procedure: Ethyl 2-iso-butoxyimino-3-oxobutyrate (syn isomer, 42 g.), acetic acid (42 ml.) and sulfuryl chloride (27.1 g.) were treated in a similar manner to that of Example F-(2) to give ethyl 2-iso-butoxyimino-4-chloro-3-oxobutyrate (syn isomer, 31.9 g.). The reactants are Cc1nccn1-c1ccc(Nc2nc3c(c(OS(=O)(=O)C(F)(F)F)n2)CN(C(=O)OC(C)(C)C)CC3)cc1, NCC1CCCO1, CN(C)C=O. Product: Cc1nccn1-c1ccc(Nc2nc3c(c(NCC4CCCO4)n2)CN(C(=O)OC(C)(C)C)CC3)cc1. Reaction SMILES: [CH3:1][c:2]1[n:3](-[c:7]2[cH:8][cH:9][c:10]([NH:13][c:14]3[n:15][c:16]([O:31][S:32]([C:33]([F:34])([F:35])[F:36])(=[O:37])=[O:38])[c:17]4[c:18]([n:19]3)[CH2:20][CH2:21][N:22]([C:24](=[O:25])[O:26][C:27]([CH3:28])([CH3:29])[CH3:30])[CH2:23]4)[cH:11][cH:12]2)[cH:4][cH:5][n:6]1.[O:39]1[CH:40]([CH2:44][NH2:45])[CH2:41][CH2:42][CH2:43]1.[O:46]=[CH:47][N:48]([CH3:49])[CH3:50]>>[CH3:1][c:2]1[n:3](-[c:7]2[cH:8][cH:9][c:10]([NH:13][c:14]3[n:15][c:16]([NH:45][CH2:44][CH:40]4[O:39][CH2:43][CH2:42][CH2:41]4)[c:17]4[c:18]([n:19]3)[CH2:20][CH2:21][N:22]([C:24](=[O:25])[O:26][C:27]([CH3:28])([CH3:29])[CH3:30])[CH2:23]4)[cH:11][cH:12]2)[cH:4][cH:5][n:6]1. Reactants: S1C(=CC=C1)C(=O)O (2-thiophenecarboxylic acid), IN1C(CCC1=O)=O (N-iodosuccinimide), C(C)(C)NC(C)C (diisopropylamine), [Li]CCCC (n-BuLi). Run in C1CCOC1 (THF), C1CCOC1 (THF), C1CCOC1 (THF), hexanes. Reaction conditions: temperature 0 celsius, time 30 minute. The product is IC1=CC=C(S1)C(=O)O (5-Iodo-2-thiophenecarboxylic acid). As a reaction SMILES: C(NC(C)C)(C)C.[Li]CCCC.[S:13]1[CH:17]=[CH:16][CH:15]=[C:14]1[C:18]([OH:20])=[O:19].[I:21]N1C(=O)CCC1=O>C1COCC1>[I:21][C:17]1[S:13][C:14]([C:18]([OH:20])=[O:19])=[CH:15][CH:16]=1. Reported procedure: To a stirred solution of 10.9 mL (78.0 mmol) of freshly distilled diisopropylamine in 150 mL of THF under argon at -78° C. was added 48.7 mL (78.0 mmol) of 1.6 M n-BuLi in hexanes to give a pale yellow solution which was allowed to stir at -78° C. for 10 min when 5.0 g (39.0 mmol) of 2-thiophenecarboxylic acid in 31 mL of THF was added dropwise over 10 min to give a grey-white suspension. The metallation was allowed to proceed for 30 min when 8.77 g (39.0 mmol) of N-iodosuccinimide in 25 mL of T... Starting materials: CCCCCC=CC#N, CC#N, C1CCC2=NCCCN2CC1, C[Si](C)(C)CCOCn1ccc2c(-c3cn[nH]c3)ncnc21. The product is CCCCCC(CC#N)n1cc(-c2ncnc3c2ccn3COCC[Si](C)(C)C)cn1. Reaction SMILES: [C:23]([CH:24]=[CH:25][CH2:26][CH2:27][CH2:28][CH2:29][CH3:30])#[N:31].[CH3:43][C:44]#[N:45].[N:32]12[CH2:33][CH2:34][CH2:35][N:36]=[C:37]1[CH2:38][CH2:39][CH2:40][CH2:41][CH2:42]2.[nH:1]1[n:2][cH:3][c:4](-[c:6]2[c:7]3[c:8]([n:9][cH:10][n:11]2)[n:12]([CH2:15][O:16][CH2:17][CH2:18][Si:19]([CH3:20])([CH3:21])[CH3:22])[cH:13][cH:14]3)[cH:5]1>>[n:1]1[n:2]([CH:25]([CH2:24][C:23]#[N:31])[CH2:26][CH2:27][CH2:28][CH2:29][CH3:30])[cH:3][c:4](-[c:6]2[c:7]3[c:8]([n:9][cH:10][n:11]2)[n:12]([CH2:15][O:16][CH2:17][CH2:18][Si:19]([CH3:20])([CH3:21])[CH3:22])[cH:13][cH:14]3)[cH:5]1. Reactants: C(C1=CC=CC=C1)OC(=O)N1CC2=C(C=CC(=C2CC1)F)C1=C(C=C(C=C1OC)CC(=O)OCC)OC (8-(4-ethoxycarbonylmethyl-2,6-dimethoxy-phenyl)-5-fluoro-3,4-dihydro-1H-isoquinoline-2-carboxylic acid benzyl ester), C(=O)O (Formic acid). Solvent: [OH-].[Na+] (NaOH), CN(C)C=O (DMF). Run at time 18 hour. The product is C(C1=CC=CC=C1)OC(=O)N1CC2=C(C=CC(=C2CC1)F)C1=C(C=C(C=C1OC)CC(=O)O)OC (8-(4-Carboxymethyl-2,6-dimethoxy-phenyl)-5-fluoro-3,4-dihydro-1H-isoquinoline-2-carboxylic acid benzyl ester). As a reaction SMILES: [CH2:1]([O:8][C:9]([N:11]1[CH2:20][CH2:19][C:18]2[C:13](=[C:14]([C:22]3[C:27]([O:28][CH3:29])=[CH:26][C:25]([CH2:30][C:31]([O:33]CC)=[O:32])=[CH:24][C:23]=3[O:36][CH3:37])[CH:15]=[CH:16][C:17]=2[F:21])[CH2:12]1)=[O:10])[C:2]1[CH:7]=[CH:6][CH:5]=[CH:4][CH:3]=1.C(O)=O>CN(C=O)C.[OH-].[Na+]>[CH2:1]([O:8][C:9]([N:11]1[CH2:20][CH2:19][C:18]2[C:13](=[C:14]([C:22]3[C:23]([O:36][CH3:37])=[CH:24][C:25]([CH2:30][C:31]([OH:33])=[O:32])=[CH:26][C:27]=3[O:28][CH3:29])[CH:15]=[CH:16][C:17]=2[F:21])[CH2:12]1)=[O:10])[C:2]1[CH:7]=[CH:6][CH:5]=[CH:4][CH:3]=1 |f:3.4|. Procedure: To a solution of 8-(4-ethoxycarbonylmethyl-2,6-dimethoxy-phenyl)-5-fluoro-3,4-dihydro-1H-isoquinoline-2-carboxylic acid benzyl ester (9.5 mg, 0.02 mmol, 1 eq.) in DMF (0.1 mL), 2M aq. NaOH soln. (68 μL) was added. The solution was stirred at r.t. for 18 hours. Formic acid was added (0.1 mL). The resulting acidic solution was purified by prep. HPLC (column: Waters XBridge, 19×30 mm, 10 um, UV/MS, acidic conditions) and evaporated to give the desired acid as a white solid. The reactants are Cc1n[nH]c(=O)c(-c2ncccn2)c1-c1ccc(Cl)cc1, O=P(Cl)(Cl)Cl. The product is Cc1nnc(Cl)c(-c2ncccn2)c1-c1ccc(Cl)cc1. RXN SMILES: [Cl:1][c:2]1[cH:3][cH:4][c:5](-[c:8]2[c:9](-[c:16]3[n:17][cH:18][cH:19][cH:20][n:21]3)[c:10](=[O:15])[nH:11][n:12][c:13]2[CH3:14])[cH:6][cH:7]1.[P:22]([Cl:23])([Cl:24])([Cl:25])=[O:26]>>[Cl:1][c:2]1[cH:3][cH:4][c:5](-[c:8]2[c:9](-[c:16]3[n:17][cH:18][cH:19][cH:20][n:21]3)[c:10]([Cl:24])[n:11][n:12][c:13]2[CH3:14])[cH:6][cH:7]1.